Task: describe an organic reaction: reactants, conditions, products, and yield. Dataset: the Open Reaction Database (ORD), a public repository of structured organic reaction records The reactants are C(C)(C)(C)OC(=O)N[C@@H]1C[C@@H]([C@H](C1)C1=CC=CC=C1)CN1CCC(CC1)N(CC=C)C(=O)OCC1=CC=C(C=C1)[N+](=O)[O-] (1-(S)-((t-butoxycarbonyl)amino)-3-(S)-((4-(N-(4-nitrobenzyloxycarbonyl)-N-(allyl)amino)piperidin-1-yl)methyl)-4-(S)-phenylcyclopentane), C1(CCCCC1)C(=O)Cl (cyclohexanoyl chloride). Product: C1(CCCCC1)C(=O)N[C@@H]1C[C@@H]([C@H](C1)C1=CC=CC=C1)CN1CCC(CC1)N(CC=C)C(=O)OCC1=CC=C(C=C1)[N+](=O)[O-] (1-(S)-((Cyclohexylcarbonyl)amino)-3-(S)-((4-(N-(4-nitrobenzyloxycarbonyl)-N-(allyl)amino)piperidin-1-yl)methyl)-4-(S)-phenylcyclopentane). As a reaction SMILES: C(OC([NH:8][C@H:9]1[CH2:13][C@H:12]([C:14]2[CH:19]=[CH:18][CH:17]=[CH:16][CH:15]=2)[C@@H:11]([CH2:20][N:21]2[CH2:26][CH2:25][CH:24]([N:27]([C:31]([O:33][CH2:34][C:35]3[CH:40]=[CH:39][C:38]([N+:41]([O-:43])=[O:42])=[CH:37][CH:36]=3)=[O:32])[CH2:28][CH:29]=[CH2:30])[CH2:23][CH2:22]2)[CH2:10]1)=O)(C)(C)C.[CH:44]1([C:50](Cl)=[O:51])[CH2:49][CH2:48][CH2:47][CH2:46][CH2:45]1>>[CH:44]1([C:50]([NH:8][C@H:9]2[CH2:13][C@H:12]([C:14]3[CH:19]=[CH:18][CH:17]=[CH:16][CH:15]=3)[C@@H:11]([CH2:20][N:21]3[CH2:22][CH2:23][CH:24]([N:27]([C:31]([O:33][CH2:34][C:35]4[CH:40]=[CH:39][C:38]([N+:41]([O-:43])=[O:42])=[CH:37][CH:36]=4)=[O:32])[CH2:28][CH:29]=[CH2:30])[CH2:25][CH2:26]3)[CH2:10]2)=[O:51])[CH2:49][CH2:48][CH2:47][CH2:46][CH2:45]1. Procedure details: Using essentially the same procedure as in Example 16, Step A and B but substituting 1-(S)-((t-butoxycarbonyl)amino)-3-(S)-((4-(N-(4-nitrobenzyloxycarbonyl)-N-(allyl)amino)piperidin-1-yl)methyl)-4-(S)-phenylcyclopentane from Example 33 in Step A and cyclohexanoyl chloride in Step B, the title compound was prepared. Isolated yield 82.1%. Reaction SMILES: [F:1][C:2]([F:18])([F:17])[C:3]1[CH:4]=[C:5]([NH:9][C:10](=[O:16])[C:11]([CH2:14]Cl)([CH3:13])[CH3:12])[CH:6]=[CH:7][CH:8]=1.[H-].[Na+]>CN(C)C=O>[F:1][C:2]([F:18])([F:17])[C:3]1[CH:4]=[C:5]([N:9]2[CH2:12][C:11]([CH3:14])([CH3:13])[C:10]2=[O:16])[CH:6]=[CH:7][CH:8]=1 |f:1.2|. The product is FC(C=1C=C(C=CC1)N1C(C(C1)(C)C)=O)(F)F (N-[3-(Trifluoromethyl)phenyl]-3,3-dimethylazetidin-2-one). Reaction conditions: temperature 5 celsius. Procedure: Dissolved in dimethylformamide were 1.4 g of N-[3-(trifluoromethyl) phenyl]-2-chloromethyl-2-methylpropionamide, and 0.24 g of sodium hydride were added with stirring at 5° C. After stirring the mixture at room temperature for 15 hours, it was added with ice water and extracted with diethyl ether. The extract was dried over magnesium sulfate. Diethyl ether was distilled off, and the residue was purified by column chromatography on silica gel to obtain 1.00 g (yield: 82%) of the title compound. Starting materials: FC(C=1C=C(C=CC1)NC(C(C)(C)CCl)=O)(F)F (N-[3-(trifluoromethyl) phenyl]-2-chloromethyl-2-methylpropionamide), [H-].[Na+] (sodium hydride), ice water. Solvent: CN(C=O)C (dimethylformamide). Reactants: COc1c(Br)cc(C(C)(C)C)cc1[N+](=O)[O-], O=C([O-])[O-], [Cs+], [Cs+], O=C1CCCN1, O=C(C=Cc1ccccc1)C=Cc1ccccc1, O=C(C=Cc1ccccc1)C=Cc1ccccc1, O=C(C=Cc1ccccc1)C=Cc1ccccc1, [Pd], [Pd], CC1(C)c2cccc(P(c3ccccc3)c3ccccc3)c2Oc2c(P(c3ccccc3)c3ccccc3)cccc21. Yields the product COc1c(N2CCCC2=O)cc(C(C)(C)C)cc1[N+](=O)[O-]. RXN SMILES: [Br:1][c:2]1[c:3]([O:15][CH3:16])[c:4]([N+:12](=[O:13])[O-:14])[cH:5][c:6]([C:8]([CH3:9])([CH3:10])[CH3:11])[cH:7]1.[C:65](=[O:66])([O-:67])[O-:68].[Cs+:69].[Cs+:70].[NH:17]1[C:18](=[O:22])[CH2:19][CH2:20][CH2:21]1.[O:109]=[C:110]([CH:111]=[CH:112][c:113]1[cH:114][cH:115][cH:116][cH:117][cH:118]1)[CH:119]=[CH:120][c:121]1[cH:122][cH:123][cH:124][cH:125][cH:126]1.[O:73]=[C:74]([CH:75]=[CH:76][c:77]1[cH:78][cH:79][cH:80][cH:81][cH:82]1)[CH:83]=[CH:84][c:85]1[cH:86][cH:87][cH:88][cH:89][cH:90]1.[O:91]=[C:92]([CH:93]=[CH:94][c:95]1[cH:96][cH:97][cH:98][cH:99][cH:100]1)[CH:101]=[CH:102][c:103]1[cH:104][cH:105][cH:106][cH:107][cH:108]1.[Pd:71].[Pd:72].[c:23]1([P:24]([c:25]2[cH:26][cH:27][cH:28][cH:29][cH:30]2)[c:31]2[c:32]3[c:56]([cH:57][cH:58][cH:59]2)[C:53]([CH3:54])([CH3:55])[c:35]2[c:34]([c:39]([P:40]([c:41]4[cH:42][cH:43][cH:44][cH:45][cH:46]4)[c:47]4[cH:48][cH:49][cH:50][cH:51][cH:52]4)[cH:38][cH:37][cH:36]2)[O:33]3)[cH:60][cH:61][cH:62][cH:63][cH:64]1>>[c:2]1([N:17]2[C:18](=[O:22])[CH2:19][CH2:20][CH2:21]2)[c:3]([O:15][CH3:16])[c:4]([N+:12](=[O:13])[O-:14])[cH:5][c:6]([C:8]([CH3:9])([CH3:10])[CH3:11])[cH:7]1. Starting materials: N1=CC2=C(C=C1)C(=O)OC2=O (3,4-Pyridine dicarboxylic acid anhydride), [Al+3].[Cl-].[Cl-].[Cl-] (AlCl3), FC1=CC=C(C=C1)F (1,4-difluorobenzene), FC1=C(C(=O)C2=CC=NC=C2C(=O)O)C=C(C=C1)F (4-(2',5'-difluorobenzoyl)nicotinic acid). The solvent is [N+](=O)([O-])C1=CC=CC=C1 (nitrobenzene). Run at time 3 hour. The product is FC1=C(C(=O)C2=C(C(=O)O)C=CN=C2)C=C(C=C1)F (3-(2',5'-difluorobenzoyl)isonicotinic acid). Isolated yield 84.0%. RXN SMILES: [N:1]1[CH:6]=[CH:5][C:4]2[C:7]([O:9][C:10](=[O:11])[C:3]=2[CH:2]=1)=[O:8].[Al+3].[Cl-].[Cl-].[Cl-].[F:16][C:17]1[CH:22]=[CH:21][C:20]([F:23])=[CH:19][CH:18]=1.FC1C=CC(F)=CC=1C(C1C(C(O)=O)=CN=CC=1)=O>[N+](C1C=CC=CC=1)([O-])=O>[F:16][C:17]1[CH:22]=[CH:21][C:20]([F:23])=[CH:19][C:18]=1[C:10]([C:3]1[CH:2]=[N:1][CH:6]=[CH:5][C:4]=1[C:7]([OH:9])=[O:8])=[O:11] |f:1.2.3.4|. Reported procedure: 3,4-Pyridine dicarboxylic acid anhydride (95.7 g, 0.67 mol) and AlCl3 (367.3 g, 2.67 mol) were simultaneously, but separately, added in five portions (one every 15') to boiling 1,4-difluorobenzene (650 mL, 90° C.). After about 1 hour from the last addition, the majority of the 1,4-difluorobenzene was removed by distillation at normal pressure until a thick mass was obtained. The temperature was lowered to 80° C. and nitrobenzene (150 mL) was added in order to dissolve the residual mass. While st... Isolated yield 31.5%. The reagents and catalysts are C1=CC=C(C=C1)P([C-]2C=CC=C2)C3=CC=CC=C3.C1=CC=C(C=C1)P([C-]2C=CC=C2)C3=CC=CC=C3.Cl[Pd]Cl.[Fe+2] (Pd(dppf)Cl2). As a reaction SMILES: CC1(C)COB([C:8]2[CH:13]=[CH:12][C:11]([C:14]([CH3:18])([CH3:17])[CH2:15][OH:16])=[CH:10][CH:9]=2)OC1.Br[C:21]1[C:22]([F:33])=[C:23]2[C:27](=[CH:28][C:29]=1[F:30])[NH:26][CH:25]=[C:24]2[CH:31]=[O:32].C(=O)([O-])[O-].[K+].[K+]>C1(C)C=CC=CC=1.CCO.O.C1C=CC(P(C2C=CC=CC=2)[C-]2C=CC=C2)=CC=1.C1C=CC(P(C2C=CC=CC=2)[C-]2C=CC=C2)=CC=1.Cl[Pd]Cl.[Fe+2]>[F:33][C:22]1[C:21]([C:8]2[CH:9]=[CH:10][C:11]([C:14]([CH3:17])([CH3:18])[CH2:15][OH:16])=[CH:12][CH:13]=2)=[C:29]([F:30])[CH:28]=[C:27]2[C:23]=1[C:24]([CH:31]=[O:32])=[CH:25][NH:26]2 |f:2.3.4,8.9.10.11|. Yields the product FC1=C2C(=CNC2=CC(=C1C1=CC=C(C=C1)C(CO)(C)C)F)C=O (4,6-difluoro-5-[4-(1-hydroxy-2-methylpropan-2-yl)phenyl]-1H-indole-3-carbaldehyde). Starting materials: CC1(COB(OC1)C1=CC=C(C=C1)C(CO)(C)C)C (2-[4-(5,5-dimethyl-1,3,2-dioxaborinan-2-yl)phenyl]-2-methylpropan-1-ol), BrC=1C(=C2C(=CNC2=CC1F)C=O)F (5-bromo-4,6-difluoro-1H-indole-3-carbaldehyde), C([O-])([O-])=O.[K+].[K+] (potassium carbonate). Run in C1(=CC=CC=C1)C (toluene), CCO (EtOH), O (water). Procedure details: To a solution of 2-[4-(5,5-dimethyl-1,3,2-dioxaborinan-2-yl)phenyl]-2-methylpropan-1-ol (102 mg, 0.386 mmol) and 5-bromo-4,6-difluoro-1H-indole-3-carbaldehyde (100 mg, 0.386 mmol) in toluene (6 mL) and EtOH (2 mL) was added a solution of potassium carbonate (160 mg, 1.159 mmol) in water (1.0 mL) and Pd(dppf)Cl2 (15.8 mg, 0.019 mmol) at room temperature under N2. The reaction was cooled to room temperature, and extracted with ethyl acetate (10 mL×2). The organic layers were washed with brine (10 ... Starting materials: [Br-], Cc1ccc2c(c1)NC(=O)C(NC(=O)OC(C)(C)C)CC2c1ccccc1, CCCC[N+](CCCC)(CCCC)CCCC, CCOC(C)=O, CC(C)(C)NC(=O)CI, [K+], C1CCOC1, [OH-]. Yields the product Cc1ccc2c(c1)N(CC(=O)NC(C)(C)C)C(=O)C(NC(=O)OC(C)(C)C)CC2c1ccccc1. Reaction SMILES: [Br-:39].[C:1]([CH3:2])([CH3:3])([CH3:4])[O:5][C:6](=[O:7])[NH:8][CH:9]1[CH2:10][CH:11]([c:22]2[cH:23][cH:24][cH:25][cH:26][cH:27]2)[c:12]2[c:13]([cH:17][c:18]([CH3:21])[cH:19][cH:20]2)[NH:14][C:15]1=[O:16].[CH3:40][CH2:41][CH2:42][CH2:43][N+:44]([CH2:45][CH2:46][CH2:47][CH3:48])([CH2:49][CH2:50][CH2:51][CH3:52])[CH2:53][CH2:54][CH2:55][CH3:56].[CH3:62][CH2:63][O:64][C:65](=[O:66])[CH3:67].[I:28][CH2:29][C:30](=[O:31])[NH:32][C:33]([CH3:34])([CH3:35])[CH3:36].[K+:38].[O:57]1[CH2:58][CH2:59][CH2:60][CH2:61]1.[OH-:37]>>[C:1]([CH3:2])([CH3:3])([CH3:4])[O:5][C:6](=[O:7])[NH:8][CH:9]1[CH2:10][CH:11]([c:22]2[cH:23][cH:24][cH:25][cH:26][cH:27]2)[c:12]2[c:13]([cH:17][c:18]([CH3:21])[cH:19][cH:20]2)[N:14]([CH2:29][C:30](=[O:31])[NH:32][C:33]([CH3:34])([CH3:35])[CH3:36])[C:15]1=[O:16].